This data is from the Open Reaction Database (ORD), a public repository of structured organic reaction records. The task is: describe an organic reaction: reactants, conditions, products, and yield Reactants: CN(C)C=O, [Cl-], Fc1cc(F)c(-c2c(Cl)nc3nccn3c2Cl)c(F)c1, NCC(F)(F)F, [Na+]. Product: Fc1cc(F)c(-c2c(Cl)nc3nccn3c2NCC(F)(F)F)c(F)c1. As a reaction SMILES: [CH3:29][N:30]([CH3:31])[CH:32]=[O:33].[Cl-:28].[Cl:1][c:2]1[c:3](-[c:12]2[c:13]([F:20])[cH:14][c:15]([F:19])[cH:16][c:17]2[F:18])[c:4]([Cl:11])[n:5][c:6]2[n:7]1[cH:8][cH:9][n:10]2.[F:21][C:22]([CH2:23][NH2:24])([F:25])[F:26].[Na+:27]>>[c:2]1([NH:24][CH2:23][C:22]([F:21])([F:25])[F:26])[c:3](-[c:12]2[c:13]([F:20])[cH:14][c:15]([F:19])[cH:16][c:17]2[F:18])[c:4]([Cl:11])[n:5][c:6]2[n:7]1[cH:8][cH:9][n:10]2. The reactants are Cl.FC1=CC=C(C=C1)C(N1CCN(CC1)C[C@H](CC(C)C)N)C1=CC=C(C=C1)F ((S)-1-{4-[bis-(4-fluoro-phenyl)-methyl]-piperazin-1-ylmethyl}-3-methyl-butylamine monohydrochloride), C(C)(C)N(C(C)C)CC (N,N-diisopropylethylamine), N1(CCCCCC1)C(=O)Cl (azepane-1-carbonyl chloride). Reagents/catalysts: CN(C1=CC=NC=C1)C (4-dimethylaminopyridine). The solvent is C1=CC=CC=C1 (benzene). Product: FC1=CC=C(C=C1)C(N1CCN(CC1)C[C@H](CC(C)C)NC(=O)N1CCCCCC1)C1=CC=C(C=C1)F ((S)-Azepane-1-carboxylic acid (1-{4-[bis-(4-fluoro-phenyl)-methyl]-piperazin-1-ylmethyl}-3-methyl-butyl)-amide). Isolated yield 19.8%. RXN SMILES: Cl.[F:2][C:3]1[CH:8]=[CH:7][C:6]([CH:9]([C:23]2[CH:28]=[CH:27][C:26]([F:29])=[CH:25][CH:24]=2)[N:10]2[CH2:15][CH2:14][N:13]([CH2:16][C@@H:17]([NH2:22])[CH2:18][CH:19]([CH3:21])[CH3:20])[CH2:12][CH2:11]2)=[CH:5][CH:4]=1.C(N(CC)C(C)C)(C)C.[N:39]1([C:46](Cl)=[O:47])[CH2:45][CH2:44][CH2:43][CH2:42][CH2:41][CH2:40]1>C1C=CC=CC=1.CN(C)C1C=CN=CC=1>[F:2][C:3]1[CH:8]=[CH:7][C:6]([CH:9]([C:23]2[CH:24]=[CH:25][C:26]([F:29])=[CH:27][CH:28]=2)[N:10]2[CH2:11][CH2:12][N:13]([CH2:16][C@@H:17]([NH:22][C:46]([N:39]3[CH2:45][CH2:44][CH2:43][CH2:42][CH2:41][CH2:40]3)=[O:47])[CH2:18][CH:19]([CH3:21])[CH3:20])[CH2:14][CH2:15]2)=[CH:5][CH:4]=1 |f:0.1|. Procedure: To a solution of (S)-1-{4-[bis-(4-fluoro-phenyl)-methyl]-piperazin-1-ylmethyl}-3-methyl-butylamine monohydrochloride (189 mg, 0.46 mmol) in benzene (2 mL) were added sequentially N,N-diisopropylethylamine (0.26 mL, 1.5 mmol), 4-dimethylaminopyridine (20 mg), and azepane-1-carbonyl chloride (0.13 mL, 0.78 mmol) under nitrogen atmosphere. The resulting reaction mixture was refluxed for 16 hours, then cooled to ambient temperature. The reaction mixture was filtered to remove the white solid formed ... The product is CCCc1nc2c(N)nc3ccccc3c2n1CCOCCCSc1ccccc1. Starting materials: CCCc1nc2c(N)nc3ccccc3c2n1CCOCCCCl, [H-], [H][H], [Na+], CN(C)C=O, Sc1ccccc1. RXN SMILES: [Cl:12][CH2:13][CH2:14][CH2:15][O:16][CH2:17][CH2:18][n:19]1[c:20]([CH2:33][CH2:34][CH3:35])[n:21][c:22]2[c:23]([NH2:32])[n:24][c:25]3[cH:26][cH:27][cH:28][cH:29][c:30]3[c:31]12.[H-:8].[H:10][H:11].[Na+:9].[O:36]=[CH:37][N:38]([CH3:39])[CH3:40].[SH:1][c:2]1[cH:3][cH:4][cH:5][cH:6][cH:7]1>>[S:1]([c:2]1[cH:3][cH:4][cH:5][cH:6][cH:7]1)[CH2:13][CH2:14][CH2:15][O:16][CH2:17][CH2:18][n:19]1[c:20]([CH2:33][CH2:34][CH3:35])[n:21][c:22]2[c:23]([NH2:32])[n:24][c:25]3[cH:26][cH:27][cH:28][cH:29][c:30]3[c:31]12. The reactants are ClCC1=CC=C(C#N)C=C1 (4-chloromethylbenzonitrile), [H-].[Na+] (sodium hydride), [H][H] (hydrogen), C(CC(=O)OCC=C)(=O)OCC=C (diallyl malonate), Cl (hydrochloric acid). Solvent: O (water), O1CCOCC1 (dioxane), O1CCOCC1 (dioxane). Run at time 1 hour. Product: C(#N)C1=CC=C(CC(C(=O)OCC=C)C(=O)OCC=C)C=C1 (Diallyl 2-(4-cyanobenzyl)malonate). Isolated yield 66.9%. As a reaction SMILES: [H-].[Na+].[H][H].[C:5]([O:14][CH2:15][CH:16]=[CH2:17])(=[O:13])[CH2:6][C:7]([O:9][CH2:10][CH:11]=[CH2:12])=[O:8].Cl[CH2:19][C:20]1[CH:27]=[CH:26][C:23]([C:24]#[N:25])=[CH:22][CH:21]=1.Cl>O1CCOCC1.O>[C:24]([C:23]1[CH:26]=[CH:27][C:20]([CH2:19][CH:6]([C:7]([O:9][CH2:10][CH:11]=[CH2:12])=[O:8])[C:5]([O:14][CH2:15][CH:16]=[CH2:17])=[O:13])=[CH:21][CH:22]=1)#[N:25] |f:0.1|. Procedure: 19.79 g (0.494 mol) of sodium hydride are added in portions (caution: evolution of hydrogen) to a solution of 121.5 g (0.659 mol) of diallyl malonate in 1.5 liters of dioxane at 0° C. The mixture is warmed to room temperature and then stirred at 40° C. for 1 hour. Subsequently, at 40° C., 50 g (0.329 mol) of 4-chloromethylbenzonitrile, dissolved in 500 ml of dioxane, are slowly added dropwise, and the reaction solution is stirred at 110° C. overnight. After cooling to room temperature, the react...